This data is from the Open Reaction Database (ORD), a public repository of structured organic reaction records. The task is: describe an organic reaction: reactants, conditions, products, and yield The reactants are NC[C@@H]1N(CCN(C1)S(=O)(=O)C=1SC=CC1)C1=CC=C(C=C1)C(C(F)(F)F)(C)O (2-(4-((2S)-2-(aminomethyl)-4-(2-thiophenylsulfonyl)-1-piperazinyl)phenyl)-1,1,1-trifluoro-2-propanol), O1CC(C1)=O (3-oxetanone), C(C)(=O)O (acetic acid), C(C)(=O)O[BH-](OC(C)=O)OC(C)=O.[Na+] (sodium triacetoxyborohydride). The solvent is C(Cl)Cl (CH2Cl2). Run at time 15 hour. Yields the product O1CC(C1)N(C1COC1)C[C@@H]1N(CCN(C1)S(=O)(=O)C=1SC=CC1)C1=CC=C(C=C1)C(C(F)(F)F)(C)O (2-(4-((2S)-2-((di-3-oxetanylamino)methyl)-4-(2-thiophenylsulfonyl)-1-piperazinyl)phenyl)-1,1,1-trifluoro-2-propanol). Isolated yield 121.5%. Reaction SMILES: [NH2:1][CH2:2][C@H:3]1[CH2:8][N:7]([S:9]([C:12]2[S:13][CH:14]=[CH:15][CH:16]=2)(=[O:11])=[O:10])[CH2:6][CH2:5][N:4]1[C:17]1[CH:22]=[CH:21][C:20]([C:23]([OH:29])([CH3:28])[C:24]([F:27])([F:26])[F:25])=[CH:19][CH:18]=1.[O:30]1[CH2:33][C:32](=O)[CH2:31]1.[C:35]([OH:38])(=O)[CH3:36].[C:39](O[BH-](OC(=O)C)OC(=O)C)(=O)C.[Na+]>C(Cl)Cl>[O:38]1[CH2:35][CH:36]([N:1]([CH2:2][C@H:3]2[CH2:8][N:7]([S:9]([C:12]3[S:13][CH:14]=[CH:15][CH:16]=3)(=[O:10])=[O:11])[CH2:6][CH2:5][N:4]2[C:17]2[CH:18]=[CH:19][C:20]([C:23]([OH:29])([CH3:28])[C:24]([F:26])([F:27])[F:25])=[CH:21][CH:22]=2)[CH:32]2[CH2:31][O:30][CH2:33]2)[CH2:39]1 |f:3.4|. Reported procedure: To a solution of 2-(4-((2S)-2-(aminomethyl)-4-(2-thiophenylsulfonyl)-1-piperazinyl)phenyl)-1,1,1-trifluoro-2-propanol (0.380 g, 0.845 mmol, Example 192, Step 1) in CH2Cl2 (8.0 mL) was added 3-oxetanone (0.20 mL, 2.5 mmol, Aldrich, St. Louis, Mo.), 4 molecular sieves (75 mg), acetic acid (0.015 mL, 0.17 mmol) and sodium triacetoxyborohydride (0.717 g, 3.38 mmol). The resulting mixture was stirred at room temperature for 15 h. The reaction mixture was partitioned between saturated aqueous NaHCO3 (... The reactants are BrC1=CC2=C(C=C(S2)C=O)C=C1 (6-bromobenzothiophene-2-carbaldehyde), C(CCC)[B-](F)(F)F.[K+] (potassium butyltrifluoroborate). The product is C(CCC)C1=CC2=C(C=C(S2)C=O)C=C1 (6-butylbenzothiophene-2-carbaldehyde). Yield: 85.6%. Reaction SMILES: Br[C:2]1[CH:12]=[CH:11][C:5]2[CH:6]=[C:7]([CH:9]=[O:10])[S:8][C:4]=2[CH:3]=1.[CH2:13]([B-](F)(F)F)[CH2:14][CH2:15][CH3:16].[K+]>>[CH2:13]([C:2]1[CH:12]=[CH:11][C:5]2[CH:6]=[C:7]([CH:9]=[O:10])[S:8][C:4]=2[CH:3]=1)[CH2:14][CH2:15][CH3:16] |f:1.2|. Reported procedure: The compound was synthesized as in Example 3.1 using 6-bromobenzothiophene-2-carbaldehyde (110 mg, 0.46 mmol) in place of 5-bromo-2-formylfuran and potassium butyltrifluoroborate (113 mg, 0.69 mmol) in place of hexylboronic acid to give 6-butylbenzothiophene-2-carbaldehyde (86 mg, 78%). Used without further characterization. The reactants are Brc1cnc2ccc(NCc3ccncc3)nn12, CCCCC=CB(O)O. The product is CCCCC=Cc1cnc2ccc(NCc3ccncc3)nn12. RXN SMILES: [Br:1][c:2]1[cH:3][n:4][c:5]2[n:6]1[n:7][c:8]([NH:11][CH2:12][c:13]1[cH:14][cH:15][n:16][cH:17][cH:18]1)[cH:9][cH:10]2.[CH:19](=[CH:20][CH2:21][CH2:22][CH2:23][CH3:24])[B:25]([OH:26])[OH:27]>>[c:2]1([CH:19]=[CH:20][CH2:21][CH2:22][CH2:23][CH3:24])[cH:3][n:4][c:5]2[n:6]1[n:7][c:8]([NH:11][CH2:12][c:13]1[cH:14][cH:15][n:16][cH:17][cH:18]1)[cH:9][cH:10]2. Starting materials: CN(C(=O)OC(C)(C)C)C1CCC(N)CC1, COc1ccc(-c2ccc(F)nc2)cc1C=O. Yields the product COc1ccc(-c2ccc(F)nc2)cc1CNC1CCC(N(C)C(=O)OC(C)(C)C)CC1. RXN SMILES: [C:18]([CH3:19])([CH3:20])([CH3:21])[O:22][C:23]([N:24]([CH3:25])[CH:26]1[CH2:27][CH2:28][CH:29]([NH2:32])[CH2:30][CH2:31]1)=[O:33].[F:1][c:2]1[cH:3][cH:4][c:5](-[c:8]2[cH:9][cH:10][c:11]([O:16][CH3:17])[c:12]([CH:13]=[O:14])[cH:15]2)[cH:6][n:7]1>>[F:1][c:2]1[cH:3][cH:4][c:5](-[c:8]2[cH:9][cH:10][c:11]([O:16][CH3:17])[c:12]([CH2:13][NH:32][CH:29]3[CH2:28][CH2:27][CH:26]([N:24]([C:23]([O:22][C:18]([CH3:19])([CH3:20])[CH3:21])=[O:33])[CH3:25])[CH2:31][CH2:30]3)[cH:15]2)[cH:6][n:7]1. The reactants are O=C([O-])[O-], C=CCBr, CCO, [K+], [K+], OC1CCNCC1. The product is C=CCN1CCC(O)CC1. As a reaction SMILES: [C:8](=[O:9])([O-:10])[O-:11].[CH2:14]([CH:15]=[CH2:16])[Br:17].[CH3:18][CH2:19][OH:20].[K+:12].[K+:13].[OH:1][CH:2]1[CH2:3][CH2:4][NH:5][CH2:6][CH2:7]1>>[OH:1][CH:2]1[CH2:3][CH2:4][N:5]([CH2:16][CH:15]=[CH2:14])[CH2:6][CH2:7]1.